From a dataset of the Open Reaction Database (ORD), a public repository of structured organic reaction records. describe an organic reaction: reactants, conditions, products, and yield Run in CS(=O)C (dimethyl sulfoxide). Isolated yield 51.7%. Product: FC(C(CCC(C(=O)OC)S(=O)(=O)CCC(F)(F)F)OC)(F)F (methyl 6,6,6-trifluoro-5-methoxy-2-(3,3,3-trifluoropropylsulfonyl)hexanoate). Procedure details: To a solution of 1.0 g of 4,4,4-trifluoro-3-methoxy-butyl p-toluenesulfonate and 0.8 g of methyl (3,3,3-trifluoropropylsulfonyl)acetate in 50 ml of dimethyl sulfoxide was added 0.4 g of potassium carbonate at room temperature, and the stirred at room temperature for 4 days. The reaction mixture was heated to 60° C., stirred at the same temperature for 20 hours, and then allowed to stand to cool to nearly room temperature. To the reaction mixture was added 10% hydrochloric acid, and then extracte... Reactants: Cl (hydrochloric acid), C1(=CC=C(C=C1)S(=O)(=O)OCCC(C(F)(F)F)OC)C (4,4,4-trifluoro-3-methoxy-butyl p-toluenesulfonate), FC(CCS(=O)(=O)CC(=O)OC)(F)F (methyl (3,3,3-trifluoropropylsulfonyl)acetate), C([O-])([O-])=O.[K+].[K+] (potassium carbonate). As a reaction SMILES: C1(C)C=CC(S(O[CH2:11][CH2:12][CH:13]([O:18][CH3:19])[C:14]([F:17])([F:16])[F:15])(=O)=O)=CC=1.[F:21][C:22]([F:34])([F:33])[CH2:23][CH2:24][S:25]([CH2:28][C:29]([O:31][CH3:32])=[O:30])(=[O:27])=[O:26].C(=O)([O-])[O-].[K+].[K+].Cl>CS(C)=O>[F:17][C:14]([F:15])([F:16])[CH:13]([O:18][CH3:19])[CH2:12][CH2:11][CH:28]([S:25]([CH2:24][CH2:23][C:22]([F:33])([F:34])[F:21])(=[O:27])=[O:26])[C:29]([O:31][CH3:32])=[O:30] |f:2.3.4|. Run at time 4 day. Starting materials: C(=O)C1=CC=C(C(=O)O)C=C1 (4-formyl-benzoic acid), C(=O)C1=CC=C(C(=O)O)C=C1 (4-formyl-benzoic acid), CC1([C@@H]2[C@H]1CC1=C(SC(=C21)C)C(C)=O)C ((1aS,5aR)-1-(1,1,2-trimethyl-1,1a,5,5a-tetrahydro-3-thia-cyclopropa[a]pentalen-4-yl)-ethanone), C[O-].[Na+] (NaOMe). Solvent: CO (methanol), C(C)OCC (diethyl ether). Conditions: time 2 hour. Product: O=C(C=CC1=CC=C(C(=O)O)C=C1)C1=C2C[C@@H]3[C@H](C2=C(S1)C)C3(C)C (4-[3-oxo-3-((1aS,5aR)-1,1,2-trimethyl-1,1a,5,5a-tetrahydro-3-thia-cyclopropa[a]pentalen-4-yl)-propenyl]-benzoic acid). Yield: 57.3%. As a reaction SMILES: [CH:1]([C:3]1[CH:11]=[CH:10][C:6]([C:7]([OH:9])=[O:8])=[CH:5][CH:4]=1)=O.[CH3:12][C:13]1([CH3:26])[C@@H:15]2[CH2:16][C:17]3[C:21]([C@H:14]12)=[C:20]([CH3:22])[S:19][C:18]=3[C:23](=[O:25])[CH3:24].C[O-].[Na+]>CO.C(OCC)C>[O:25]=[C:23]([C:18]1[S:19][C:20]([CH3:22])=[C:21]2[C:17]=1[CH2:16][C@H:15]1[C:13]([CH3:26])([CH3:12])[C@H:14]12)[CH:24]=[CH:1][C:3]1[CH:11]=[CH:10][C:6]([C:7]([OH:9])=[O:8])=[CH:5][CH:4]=1 |f:2.3|. Procedure details: A solution of 4-formyl-benzoic acid (1.04 g mg, 6.93 mmol), (1aS,5aR)-1-(1,1,2-trimethyl-1,1a,5,5a-tetrahydro-3-thia-cyclopropa[a]pentalen-4-yl)-ethanone (850 mg, 3.86 mmol), NaOMe (4.17 g, 77.2 mmol) in methanol (30 mL) is stirred at 65° C. for 2 h. Another portion of 4-formyl-benzoic acid (400 mg, 2.66 mmol) is added and stirring is continued at 65° C. for 2 h. The reaction mixture is diluted with diethyl ether (200 mL) and washed with 5% aq. citric acid solution followed by water. The organic... Starting materials: NC1=C(C=CC=C1)NC(C1=CC=C(C=C1)CN1C(C2=CC=CC(=C2C1)Br)=O)=O (N-(2-aminophenyl)-4-((4-bromo-1-oxoisoindolin-2-yl)methyl)benzamide), NC=1C=C(C=CC1)B(O)O (3-aminophenyl boronic acid). Yields the product NC1=C(C=CC=C1)NC(C1=CC=C(C=C1)CN1C(C2=CC=CC(=C2C1)C1=CC(=CC=C1)N)=O)=O (N-(2-aminophenyl)-4-((4-(3-aminophenyl)-1-oxoisoindolin-2-yl)methyl)benzamide). Isolated yield 81.0%. RXN SMILES: [NH2:1][C:2]1[CH:7]=[CH:6][CH:5]=[CH:4][C:3]=1[NH:8][C:9](=[O:28])[C:10]1[CH:15]=[CH:14][C:13]([CH2:16][N:17]2[CH2:25][C:24]3[C:19](=[CH:20][CH:21]=[CH:22][C:23]=3Br)[C:18]2=[O:27])=[CH:12][CH:11]=1.[NH2:29][C:30]1[CH:31]=[C:32](B(O)O)[CH:33]=[CH:34][CH:35]=1>>[NH2:1][C:2]1[CH:7]=[CH:6][CH:5]=[CH:4][C:3]=1[NH:8][C:9](=[O:28])[C:10]1[CH:15]=[CH:14][C:13]([CH2:16][N:17]2[CH2:25][C:24]3[C:19](=[CH:20][CH:21]=[CH:22][C:23]=3[C:34]3[CH:33]=[CH:32][CH:31]=[C:30]([NH2:29])[CH:35]=3)[C:18]2=[O:27])=[CH:12][CH:11]=1. Procedure details: The procedure of Example 2 was repeated except for using N-(2-aminophenyl)-4-((4-bromo-1-oxoisoindolin-2-yl)methyl)benzamide obtained in Example 9 instead of N-(2-aminophenyl)-4-((4-bromo-5,6-dimethoxy-1-oxoisoindolin-2-yl)methyl)benzamide, and 3-aminophenyl boronic acid instead of phenyl boronic acid, to obtain the title compound (81%). Product: O=C1N(Cc2c[nH]c3ccccc23)CCCC12CCNCC2. The reactants are O=C([O-])[O-], O=C([O-])[O-], CO, [Cs+], [Cs+], [K+], [K+], O, Cc1ccc(S(=O)(=O)n2cc(CN3CCCC4(CCNCC4)C3=O)c3ccccc32)cc1. Reaction SMILES: [C:33](=[O:34])([O-:35])[O-:36].[C:39](=[O:40])([O-:41])[O-:42].[CH3:45][OH:46].[Cs+:37].[Cs+:38].[K+:43].[K+:44].[OH2:47].[S:1]([c:2]1[cH:3][cH:4][c:5]([CH3:6])[cH:7][cH:8]1)(=[O:9])(=[O:10])[n:11]1[cH:12][c:13]([CH2:20][N:21]2[C:22](=[O:32])[C:23]3([CH2:24][CH2:25][CH2:26]2)[CH2:27][CH2:28][NH:29][CH2:30][CH2:31]3)[c:14]2[cH:15][cH:16][cH:17][cH:18][c:19]12>>[nH:11]1[cH:12][c:13]([CH2:20][N:21]2[C:22](=[O:32])[C:23]3([CH2:24][CH2:25][CH2:26]2)[CH2:27][CH2:28][NH:29][CH2:30][CH2:31]3)[c:14]2[cH:15][cH:16][cH:17][cH:18][c:19]12. The reactants are NC=1C=C(C2=C(C=CO2)C1)CN1C[C@@H](N(C[C@H]1C)C(=O)OC(C)(C)C)C (tert-butyl trans-4-[(5-amino-1-benzofuran-7-yl)methyl]-2,5-dimethylpiperazine-1-carboxylate), CC1=C(C=CC=C1)S(=O)(=O)Cl (2-methylbenzenesulfonyl chloride). Run in CC#N (MeCN), CC#N (MeCN). The product is C[C@@H]1N(C[C@H](N(C1)CC1=CC(=CC=2C=COC21)NS(=O)(=O)C2=C(C=CC=C2)C)C)C(=O)OC(C)(C)C (tert-Butyl trans-2,5-dimethyl-4-[(5-{[(2-methylphenyl)sulfonyl]amino}-1-benzofuran-7-yl)methyl]piperazine-1-carboxylate). RXN SMILES: [NH2:1][C:2]1[CH:3]=[C:4]([CH2:11][N:12]2[C@H:17]([CH3:18])[CH2:16][N:15]([C:19]([O:21][C:22]([CH3:25])([CH3:24])[CH3:23])=[O:20])[C@@H:14]([CH3:26])[CH2:13]2)[C:5]2[O:9][CH:8]=[CH:7][C:6]=2[CH:10]=1.[CH3:27][C:28]1[CH:33]=[CH:32][CH:31]=[CH:30][C:29]=1[S:34](Cl)(=[O:36])=[O:35]>CC#N>[CH3:26][C@H:14]1[CH2:13][N:12]([CH2:11][C:4]2[C:5]3[O:9][CH:8]=[CH:7][C:6]=3[CH:10]=[C:2]([NH:1][S:34]([C:29]3[CH:30]=[CH:31][CH:32]=[CH:33][C:28]=3[CH3:27])(=[O:36])=[O:35])[CH:3]=2)[C@H:17]([CH3:18])[CH2:16][N:15]1[C:19]([O:21][C:22]([CH3:24])([CH3:23])[CH3:25])=[O:20]. Procedure: The title product was prepared according to the procedure of Example 121, Step 4, starting from tert-butyl trans-4-[(5-amino-1-benzofuran-7-yl)methyl]-2,5-dimethylpiperazine-1-carboxylate (obtained in Example 121, Step 3) and 2-methylbenzenesulfonyl chloride (0.039 g, 0.2 mmol). Yield: 0.022 g (43%). HPLC 95% RT=1.99 min (System A; 10-97% MeCN over 3 min), 93% RT=1.85 min (System B; 10-97% MeCN over 3 min). MS (ESI+) m/z 514.2 (M+H)+. Starting materials: NC1=NC(NC2=C1N=CC=C2)=O (4-Amino-pyrido[2,3-e]pyrimidin-2-one), BrCC(=O)C1=CC=CC=C1 (α-bromo-acetophenone). Solvent: CN(C=O)C (dimethylformamide). Conditions: temperature 150 celsius. Yields the product C1(=CC=CC=C1)C=1N=C2N(C(NC3=C2N=CC=C3)=O)C1 (2-Phenylimidazo[1,2-c]pyrido[2,3-e]pyrimidin-5(6H)-one). Reaction SMILES: [NH2:1][C:2]1[C:7]2[N:8]=[CH:9][CH:10]=[CH:11][C:6]=2[NH:5][C:4](=[O:12])[N:3]=1.Br[CH2:14][C:15]([C:17]1[CH:22]=[CH:21][CH:20]=[CH:19][CH:18]=1)=O>CN(C)C=O>[C:17]1([C:15]2[N:1]=[C:2]3[C:7]4[N:8]=[CH:9][CH:10]=[CH:11][C:6]=4[NH:5][C:4](=[O:12])[N:3]3[CH:14]=2)[CH:22]=[CH:21][CH:20]=[CH:19][CH:18]=1. Procedure: A mixture of 4-Amino-pyrido[2,3-e]pyrimidin-2-one (95 mg) and α-bromo-acetophenone (117 mg) in 4 mL of dimethylformamide (DMF) was heated at about 150° C. for 20 min. The reaction mixture was concentrated in vacuo and the residue was subjected to flash chromatography on silica gel with 10% methanol/methylene chloride as the eluent to afford 2-Phenylimidazo[1,2-c]pyrido[2,3-e]pyrimidin-5(6H)-one, (Compound 15), m.p. 329-330° C. Run in CC(=O)CC(C)C (methylisobutylketone). Procedure details: 2 propinyl methanesulfonate (0.22 g; 1.61 mmoles) is added to a mixture of 4-bromo-3-(4-chloro-2-fluoro-5-hydroxyphenyl)-2-chloro-1-methyl-5-trifluoromethyl pyrrole (0.6 g; 1.47 mmoles) and potassium carbonate (0.21 g; 1.54 mmoles) in methylisobutylketone (6 ml). The mixture is heated to 80° C. for 3 hours. The reaction mixture is poured into water (10 ml), extracted with ethyl ether (3×20 ml), the ether phase is washed with a saturated solution of sodium chloride, anhydrified with sodium sulfat... The reactants are O (water), CS(=O)(=O)OC#CC (propinyl methanesulfonate), BrC=1C(=C(N(C1C(F)(F)F)C)Cl)C1=C(C=C(C(=C1)O)Cl)F (4-bromo-3-(4-chloro-2-fluoro-5-hydroxyphenyl)-2-chloro-1-methyl-5-trifluoromethyl pyrrole), C([O-])([O-])=O.[K+].[K+] (potassium carbonate). Isolated yield 42.8%. Run at temperature 80 celsius. The product is BrC=1C(=C(N(C1C(F)(F)F)C)Cl)C1=C(C=C(C(=C1)OCC#C)Cl)F (4-bromo-3-[4-chloro-2-fluoro-5-(2-propinyl oxy)phenyl]-2-chloro-1-methyl-5-trifluoromethyl pyrrole). As a reaction SMILES: CS(O[C:6]#[C:7][CH3:8])(=O)=O.[Br:9][C:10]1[C:11]([C:21]2[CH:26]=[C:25]([OH:27])[C:24]([Cl:28])=[CH:23][C:22]=2[F:29])=[C:12]([Cl:20])[N:13]([CH3:19])[C:14]=1[C:15]([F:18])([F:17])[F:16].C(=O)([O-])[O-].[K+].[K+].O>CC(CC(C)C)=O>[Br:9][C:10]1[C:11]([C:21]2[CH:26]=[C:25]([O:27][CH2:8][C:7]#[CH:6])[C:24]([Cl:28])=[CH:23][C:22]=2[F:29])=[C:12]([Cl:20])[N:13]([CH3:19])[C:14]=1[C:15]([F:16])([F:17])[F:18] |f:2.3.4|. The reactants are [BH3-]C#N, C1CCOC1, CC(C)=O, CC(=O)O, CO, Cn1nc(Cl)cc(Nc2ccc(C3CCNCC3)cn2)c1=O, [Na+]. Product: CC(C)N1CCC(c2ccc(Nc3cc(Cl)nn(C)c3=O)nc2)CC1. As a reaction SMILES: [C:27]([BH3-:28])#[N:29].[CH2:37]1[O:38][CH2:39][CH2:40][CH2:41]1.[CH3:23][C:24]([CH3:25])=[O:26].[CH3:31][C:32](=[O:33])[OH:34].[CH3:35][OH:36].[Cl:1][c:2]1[cH:3][c:4]([NH:10][c:11]2[n:12][cH:13][c:14]([CH:17]3[CH2:18][CH2:19][NH:20][CH2:21][CH2:22]3)[cH:15][cH:16]2)[c:5](=[O:9])[n:6]([CH3:8])[n:7]1.[Na+:30]>>[Cl:1][c:2]1[cH:3][c:4]([NH:10][c:11]2[n:12][cH:13][c:14]([CH:17]3[CH2:18][CH2:19][N:20]([CH:24]([CH3:23])[CH3:25])[CH2:21][CH2:22]3)[cH:15][cH:16]2)[c:5](=[O:9])[n:6]([CH3:8])[n:7]1. Reactants: CC(c1ccccn1)N1CCN(c2c(Br)cnc(N)c2[N+](=O)[O-])CC1, Nc1ncc(Br)c(Cl)c1[N+](=O)[O-], Brc1ccccn1, C1CNCCN1, COc1ccc(CN2CCN(C(=O)OC(C)(C)C)CC2)cn1, CS(C)=O, CC(C)O, CCN(C(C)C)C(C)C, ClCCl, O=C(O)C(F)(F)F, c1ccncc1. Yields the product COc1ccc(CN2CCN(c3c(Br)cnc(N)c3[N+](=O)[O-])CC2)cn1. Reaction SMILES: [Br:1][c:2]1[c:3]([N:12]2[CH2:13][CH2:14][N:15]([CH:18]([c:19]3[cH:20][cH:21][cH:22][cH:23][n:24]3)[CH3:25])[CH2:16][CH2:17]2)[c:4]([N+:9](=[O:10])[O-:11])[c:5]([NH2:8])[n:6][cH:7]1.[Br:55][c:56]1[c:57]([Cl:58])[c:59]([N+:60]([O-:61])=[O:62])[c:63]([NH2:64])[n:65][cH:66]1.[Br:73][c:74]1[cH:75][cH:76][cH:77][cH:78][n:79]1.[CH2:67]1[NH:68][CH2:69][CH2:70][NH:71][CH2:72]1.[CH3:26][O:27][c:28]1[cH:29][cH:30][c:31]([CH2:34][N:35]2[CH2:36][CH2:37][N:38]([C:39]([O:40][C:41]([CH3:42])([CH3:43])[CH3:44])=[O:45])[CH2:46][CH2:47]2)[cH:32][n:33]1.[CH3:99][S:100]([CH3:101])=[O:102].[CH:80]([OH:81])([CH3:82])[CH3:83].[CH:84]([N:85]([CH2:86][CH3:87])[CH:88]([CH3:89])[CH3:90])([CH3:91])[CH3:92].[Cl:103][CH2:104][Cl:105].[F:48][C:49]([F:50])([F:51])[C:52]([OH:53])=[O:54].[cH:93]1[cH:94][cH:95][n:96][cH:97][cH:98]1>>[Br:1][c:2]1[c:3]([N:12]2[CH2:13][CH2:14][N:15]([CH2:18][c:31]3[cH:30][cH:29][c:28]([O:27][CH3:26])[n:33][cH:32]3)[CH2:16][CH2:17]2)[c:4]([N+:9](=[O:10])[O-:11])[c:5]([NH2:8])[n:6][cH:7]1. Reactants: C(CCCC=O)=O (glutaraldehyde), TA5002, C(\C=C\C(=O)[O-])(=O)[O-].[NH4+].[NH4+] (ammonium fumarate), Example 3, Diamond, [Cl-].[Mg+2].[Cl-] (magnesium chloride). Solvent: P(=O)([O-])([O-])[O-] (phosphate), P(=O)([O-])([O-])[O-] (phosphate). The product is N[C@@H](CC(=O)O)C(=O)O (L-aspartic acid). Reaction SMILES: C(=O)CCCC=O.[C:8]([O-:15])(=[O:14])/[CH:9]=[CH:10]/[C:11]([O-:13])=[O:12].[NH4+:16].[NH4+].[Cl-].[Mg+2].[Cl-]>P([O-])([O-])([O-])=O>[NH2:16][C@H:9]([C:8]([OH:15])=[O:14])[CH2:10][C:11]([OH:13])=[O:12] |f:1.2.3,4.5.6|. Reported procedure: The microbial cells of Serratia marcescens TA5002 obtained by the same manner as in Example 3 (10 g) was suspended in 0.05M phosphate buffer (pH 8.5, 50 ml) and sonicated at 9 Kc for 10 minutes. Then, the suspension was centrifuged and the resulting supernatant (35 ml) was passed through a column packed with Duolite-A7 (a weak basic anion exchange resin manufactured by Diamond Shamrock Chemical Co. in U.S.A.) (60 ml) at room temperature at SV=0.75. Then, the column was subjected to cross-linking...